Dataset: the Open Reaction Database (ORD), a public repository of structured organic reaction records. Task: describe an organic reaction: reactants, conditions, products, and yield The reactants are CC1([C@@H]([C@@H]1\C=C/C(O)=O)C(=O)O[C@@H](C1=CC(=CC=C1)OC1=CC=CC=C1)C#N)C ((S)α-cyano-3-phenoxy-benzyl(1R,cis,Z)2,2-dimethyl-3-[3-oxo-3-hydroxy-1-propenyl]-cyclopropane-carboxylate), S(=O)(Cl)Cl (thionyl chloride), C(Cl)Cl (methylene chloride). Reaction conditions: temperature 70 celsius. Yields the product CC1([C@@H]([C@@H]1\C=C/C(OCCl)=O)C(=O)O[C@@H](C1=CC(=CC=C1)OC1=CC=CC=C1)C#N)C ((S)α-cyano-3-phenoxy-benzyl(1R,cis,Z)2,2-dimethyl-3-[3-oxo-3-chloromethoxy-1propenyl]-cyclopropane-carboxylate). RXN SMILES: [CH3:1][C:2]1([CH3:29])[C@@H:4](/[CH:5]=[CH:6]\[C:7](=[O:9])[OH:8])[C@H:3]1[C:10]([O:12][C@H:13]([C:27]#[N:28])[C:14]1[CH:19]=[CH:18][CH:17]=[C:16]([O:20][C:21]2[CH:26]=[CH:25][CH:24]=[CH:23][CH:22]=2)[CH:15]=1)=[O:11].S(Cl)(Cl)=O.[CH2:34](Cl)[Cl:35]>>[CH3:1][C:2]1([CH3:29])[C@@H:4](/[CH:5]=[CH:6]\[C:7](=[O:8])[O:9][CH2:34][Cl:35])[C@H:3]1[C:10]([O:12][C@H:13]([C:27]#[N:28])[C:14]1[CH:19]=[CH:18][CH:17]=[C:16]([O:20][C:21]2[CH:26]=[CH:25][CH:24]=[CH:23][CH:22]=2)[CH:15]=1)=[O:11]. Procedure: A solution of 18.5 g of (S)α-cyano-3-phenoxy-benzyl(1R,cis,Z)2,2-dimethyl-3-[3-oxo-3-hydroxy-1-propenyl]-cyclopropane-carboxylate, 50 ml of methylene chloride and 50 ml of thionyl chloride was stirred at 20° to 25° C. for 2 hours and was then evaporated to dryness. The residue was admixed with 1.38 g of paraformaldehyde and 0.15 g of zinc chloride and the suspension was heated at 70° C. for 21/2 hours. After treatment, the product was chromatographed over silica gel and eluted with an 8-2 hexane... The reactants are C(C)OC(CSC1=CN=C(S1)NC(=O)N(CC1CCCC1)C1=CC(=C(C=C1)F)NC(C)=O)=O ({2-[3-(3-acetylamino-4-fluoro-phenyl)-3-cyclopentylmethyl-ureido]-thiazol-5-ylsulfanyl}-acetic acid ethyl ester), C1(CCCC1)C=O (cyclopentanecarbaldehyde), C(C)OC(CSC1=CN=C(S1)N)=O ((2-amino-thiazol-5-ylsulfanyl)acetic acid ethyl ester), C1(CCCC1)CN(C(NC=1SC=C(N1)CC(=O)O)=O)C1=CC(=C(C=C1)F)F ({2-[3-cyclopentylmethyl-3-(3,4-difluoro-phenyl)-ureido]-thiazol-4-yl}-acetic acid), NC=1C=C(C=CC1F)NC(C)=O (N-(3-amino-4-fluoro-phenyl)-acetamide). Product: C(C)(=O)NC=1C=C(C=CC1F)N(C(N(C=1SC(=CN1)SCC(=O)O)C)=O)C1CCCC1 ({2-[3-(3-Acetylamino-4-fluoro-phenyl)-3-cyclopentyl methyl-ureido]-thiazol-5-ylsulfanyl}-acetic acid). RXN SMILES: C([O:3][C:4](=[O:33])[CH2:5][S:6][C:7]1[S:11][C:10]([NH:12][C:13]([N:15]([C:22]2[CH:27]=[CH:26][C:25]([F:28])=[C:24]([NH:29][C:30](=[O:32])[CH3:31])[CH:23]=2)CC2CCCC2)=[O:14])=[N:9][CH:8]=1)C.[CH:34]1(CN(C2C=CC(F)=C(F)C=2)C(=O)NC2SC=C(CC(O)=O)N=2)[CH2:38][CH2:37][CH2:36][CH2:35]1.N[C:62]1C=C(NC(=O)C)C=CC=1F.C1(C=O)CCCC1.C(OC(=O)CSC1SC(N)=NC=1)C>>[C:30]([NH:29][C:24]1[CH:23]=[C:22]([N:15]([CH:34]2[CH2:38][CH2:37][CH2:36][CH2:35]2)[C:13](=[O:14])[N:12]([CH3:62])[C:10]2[S:11][C:7]([S:6][CH2:5][C:4]([OH:3])=[O:33])=[CH:8][N:9]=2)[CH:27]=[CH:26][C:25]=1[F:28])(=[O:32])[CH3:31]. Procedure: The title compound was prepared via {2-[3-(3-acetylamino-4-fluoro-phenyl)-3-cyclopentylmethyl-ureido]-thiazol-5-ylsulfanyl}-acetic acid ethyl ester in a similar manner as described for the synthesis of {2-[3-cyclopentylmethyl-3-(3,4-difluoro-phenyl)-ureido]-thiazol-4-yl}-acetic acid, using N-(3-amino-4-fluoro-phenyl)-acetamide, cyclopentanecarbaldehyde and (2-amino-thiazol-5-ylsulfanyl)acetic acid ethyl ester.